This data is from the Open Reaction Database (ORD), a public repository of structured organic reaction records. The task is: describe an organic reaction: reactants, conditions, products, and yield The reactants are BrCCC1CCN(CC1)C(=O)OC(C)(C)C (tert-butyl 4-(2-bromoethyl)-1-piperidinecarboxylate), [I-].[K+] (potassium iodide), CNC=1SC=CN1 (2-methylaminothiazole). The solvent is CN(C)C=O (DMF). The product is C\N=C\1/SC=CN1CCC1CCN(CC1)C(=O)OC(C)(C)C (tert-butyl 4-(2-((2Z)-2-(methylimino)-1,3-thiazol-3(2H)-yl)ethyl)-1-piperidinecarboxylate). Yield: 22.0%. As a reaction SMILES: Br[CH2:2][CH2:3][CH:4]1[CH2:9][CH2:8][N:7]([C:10]([O:12][C:13]([CH3:16])([CH3:15])[CH3:14])=[O:11])[CH2:6][CH2:5]1.[CH3:17][NH:18][C:19]1[S:20][CH:21]=[CH:22][N:23]=1.[I-].[K+]>CN(C=O)C>[CH3:17]/[N:18]=[C:19]1\[S:20][CH:21]=[CH:22][N:23]\1[CH2:2][CH2:3][CH:4]1[CH2:9][CH2:8][N:7]([C:10]([O:12][C:13]([CH3:16])([CH3:15])[CH3:14])=[O:11])[CH2:6][CH2:5]1 |f:2.3|. Procedure details: To a solution of tert-butyl 4-(2-bromoethyl)-1-piperidinecarboxylate (D. Brundish et al., J. Med. Chem., 42, 4584 (1999); 5.0 g) and 2-methylaminothiazole (O. Kemal et al., J. Chem. Soc. Perkin I, 5, 1569 (1981); 3.9 g) in DMF (50 ml) was added potassium iodide (5.7 g), and mixed at 80° C. for 12 hours. The reaction mixture was concentrated under reduced pressure, and the residue was dissolved in chloroform and a saturated aqueous potassium hydrogen carbonate solution. The organic layer was coll...